This data is from the Open Reaction Database (ORD), a public repository of structured organic reaction records. The task is: describe an organic reaction: reactants, conditions, products, and yield Procedure: To a toluene (5 mL) solution of 4-Bromo-N-(3-(trifluoromethyl)phenyl)picolinamide (172 mg, 0.50 mmol) and 2-(Methylthio)-6,7-dihydro-5H-pyrrolo[3,4-d]pyrimidine (84 mg, 0.50 mmol) was added cesium carbonate (325 mg, 1.00 mmol). The mixture was purged with nitrogen and then (±)-2,2′-bis(diphenylphosphino)-1,1′-binaphthalene (31 mg, 0.05 mmol) and palladium(II) acetate (11 mg, 0.05 mmol) were added. The reaction was capped and heated at 100° C. for 7 hours. The cooled mixture was filtered. The sol... Isolated yield 44.5%. Reagents/catalysts: C(C)(=O)[O-].[Pd+2].C(C)(=O)[O-] (palladium(II) acetate). Product: FC(C=1C=C(C=CC1)NC(=O)C1=NC=CC(=C1)N1CC=2N=C(N=CC2C1)SC)(F)F (4-(2-Methylsulfanyl-5,7-dihydro-pyrrolo[3,4-d]pyrimidin-6-yl)-pyridine-2-carboxylic acid (3-trifluoromethyl-phenyl)-amide). Run in C1(=CC=CC=C1)C (toluene). RXN SMILES: Br[C:2]1[CH:7]=[CH:6][N:5]=[C:4]([C:8]([NH:10][C:11]2[CH:16]=[CH:15][CH:14]=[C:13]([C:17]([F:20])([F:19])[F:18])[CH:12]=2)=[O:9])[CH:3]=1.[CH3:21][S:22][C:23]1[N:24]=[CH:25][C:26]2[CH2:31][NH:30][CH2:29][C:27]=2[N:28]=1.C(=O)([O-])[O-].[Cs+].[Cs+].C1(P(C2C=CC=CC=2)C2C=CC3C(=CC=CC=3)C=2C2C3C(=CC=CC=3)C=CC=2P(C2C=CC=CC=2)C2C=CC=CC=2)C=CC=CC=1>C([O-])(=O)C.[Pd+2].C([O-])(=O)C.C1(C)C=CC=CC=1>[F:18][C:17]([F:20])([F:19])[C:13]1[CH:12]=[C:11]([NH:10][C:8]([C:4]2[CH:3]=[C:2]([N:30]3[CH2:31][C:26]4[CH:25]=[N:24][C:23]([S:22][CH3:21])=[N:28][C:27]=4[CH2:29]3)[CH:7]=[CH:6][N:5]=2)=[O:9])[CH:16]=[CH:15][CH:14]=1 |f:2.3.4,6.7.8|. Reaction conditions: temperature 100 celsius. Reactants: BrC1=CC(=NC=C1)C(=O)NC1=CC(=CC=C1)C(F)(F)F (4-Bromo-N-(3-(trifluoromethyl)phenyl)picolinamide), CSC=1N=CC2=C(N1)CNC2 (2-(Methylthio)-6,7-dihydro-5H-pyrrolo[3,4-d]pyrimidine), C([O-])([O-])=O.[Cs+].[Cs+] (cesium carbonate), C1(=CC=CC=C1)P(C1=C(C2=CC=CC=C2C=C1)C1=C(C=CC2=CC=CC=C12)P(C1=CC=CC=C1)C1=CC=CC=C1)C1=CC=CC=C1 ((±)-2,2′-bis(diphenylphosphino)-1,1′-binaphthalene). Starting materials: Clc1cccc(CBr)c1, CC(C)(C)C(=O)Nc1cccc(CO)n1. Product: CC(C)(C)C(=O)Nc1cccc(COCc2cccc(Cl)c2)n1. Reaction SMILES: [Cl:16][c:17]1[cH:18][c:19]([CH2:20][Br:21])[cH:22][cH:23][cH:24]1.[OH:1][CH2:2][c:3]1[cH:4][cH:5][cH:6][c:7]([NH:9][C:10]([C:11]([CH3:12])([CH3:13])[CH3:14])=[O:15])[n:8]1>>[O:1]([CH2:2][c:3]1[cH:4][cH:5][cH:6][c:7]([NH:9][C:10]([C:11]([CH3:12])([CH3:13])[CH3:14])=[O:15])[n:8]1)[CH2:20][c:19]1[cH:18][c:17]([Cl:16])[cH:24][cH:23][cH:22]1. Reactants: ClC1=CC=2C3(C4=CC=CC=C4C(C2C=C1)C3)C=O (2-chloro-9-formyl-9,10-dihydro-9,10-methanoanthracene), ClC1=CC=C(C=C1)C1(CCNCC1)O (4-(4-chlorophenyl)-4-hydroxypiperidine). The product is ClC1=CC=2C3(C4=CC=CC=C4C(C2C=C1)C3)CN3CCC(CC3)(O)C3=CC=C(C=C3)Cl (1-(2-Chloro-9,10-dihydro-9,10-methanoanthracen-9-ylmethyl)-4-(4-chlorophenyl)piperidin-4-ol), hydrochloride salt. The yield is 29.0%. RXN SMILES: [Cl:1][C:2]1[CH:15]=[CH:14][C:13]2[CH:12]3[CH2:16][C:5]([CH:17]=O)([C:6]4[C:11]3=[CH:10][CH:9]=[CH:8][CH:7]=4)[C:4]=2[CH:3]=1.[Cl:19][C:20]1[CH:25]=[CH:24][C:23]([C:26]2([OH:32])[CH2:31][CH2:30][NH:29][CH2:28][CH2:27]2)=[CH:22][CH:21]=1>>[Cl:1][C:2]1[CH:15]=[CH:14][C:13]2[CH:12]3[CH2:16][C:5]([CH2:17][N:29]4[CH2:28][CH2:27][C:26]([C:23]5[CH:24]=[CH:25][C:20]([Cl:19])=[CH:21][CH:22]=5)([OH:32])[CH2:31][CH2:30]4)([C:6]4[C:11]3=[CH:10][CH:9]=[CH:8][CH:7]=4)[C:4]=2[CH:3]=1. Procedure details: Using a procedure similar to that described in example 21 except starting with 2-chloro-9-formyl-9,10-dihydro-9,10-methanoanthracene (described in example 1i) and 4-(4-chlorophenyl)-4-hydroxypiperidine, the title compound hydrochloride salt was obtained in 29% yield as a white powder, mp 261°-263° C. elemental Starting materials: O=C(O)c1cc(S(=O)(=O)Cl)cnc1Cl, [NH4+], [OH-]. Product: NS(=O)(=O)c1cnc(Cl)c(C(=O)O)c1. As a reaction SMILES: [Cl:1][c:2]1[c:3]([C:4](=[O:5])[OH:6])[cH:7][c:8]([S:11](=[O:12])(=[O:13])[Cl:14])[cH:9][n:10]1.[NH4+:15].[OH-:16]>>[Cl:1][c:2]1[c:3]([C:4](=[O:5])[OH:6])[cH:7][c:8]([S:11](=[O:12])(=[O:13])[NH2:15])[cH:9][n:10]1. Reactants: CN (methylamine), C([O-])([O-])=O.[K+].[K+] (potassium carbonate), C1(=CC=C(C=C1)S(=O)(=O)N1CC(=C(C1)CBr)CBr)C (1-p-toluenesulfonyl-3,4-bis(bromomethyl)-3-pyrroline). Run in C(C)#N (acetonitrile). Run at time 2 hour. The product is CN1CC=2CN(CC2C1)S(=O)(=O)C1=CC=C(C=C1)C (3-methyl-7-p-toluenesulfonyl-3,7-diazabicyclo[3.3.0]oct-1(5)-ene). Isolated yield 20.0%. RXN SMILES: [C:1]1([CH3:19])[CH:6]=[CH:5][C:4]([S:7]([N:10]2[CH2:14][C:13]([CH2:15]Br)=[C:12]([CH2:17]Br)[CH2:11]2)(=[O:9])=[O:8])=[CH:3][CH:2]=1.[CH3:20][NH2:21].C(=O)([O-])[O-].[K+].[K+]>C(#N)C>[CH3:20][N:21]1[CH2:15][C:13]2[CH2:14][N:10]([S:7]([C:4]3[CH:5]=[CH:6][C:1]([CH3:19])=[CH:2][CH:3]=3)(=[O:9])=[O:8])[CH2:11][C:12]=2[CH2:17]1 |f:2.3.4|. Procedure details: To a solution of 1-p-toluenesulfonyl-3,4-bis(bromomethyl)-3-pyrroline (6.1 g) was dissolved in acetonitrile (70 ml), 40% methylamine aqueous solution (1.5 ml) and anhydrous potassium carbonate powder (16 g) were added and stirred for 2 hours at room temperature. The solid was filtered off and the filtrate was purified by silicagel column chromatography to yield 3-methyl-7-p-toluenesulfonyl-3,7-diazabicyclo[3.3.0]oct-1(5)-ene (0.82 g, yield 20%). 0.8 g of this compound and 0.8 g of phenol were re... The reactants are FC(C=1C=C(C=CC1)NC1=NC=NC2=C(C=CC=C12)N)(F)F (N4-(3-(trifluoromethyl)phenyl)quinazoline-4,8-diamine), CCN(C(C)C)C(C)C (DIPEA), ClC1=C(C(=O)O)C=C(C=C1)CNC(C(C)(C)C)=O (2-chloro-5-(pivalamidomethyl)benzoic acid), C(C(=O)Cl)(=O)Cl (oxalyl chloride). The reagents and catalysts are CN(C)C=O (DMF). The solvent is C(Cl)Cl (CH2Cl2). Product: ClC1=C(C(=O)NC=2C=CC=C3C(=NC=NC23)NC2=CC(=CC=C2)C(F)(F)F)C=C(C=C1)CNC(C(C)(C)C)=O (2-Chloro-5-(pivalamidomethyl)-N-(4-((3-(trifluoromethyl)phenyl)amino)quinazolin-8-yl)benzamide). Yield: 27.4%. As a reaction SMILES: [F:1][C:2]([F:22])([F:21])[C:3]1[CH:4]=[C:5]([NH:9][C:10]2[C:19]3[C:14](=[C:15]([NH2:20])[CH:16]=[CH:17][CH:18]=3)[N:13]=[CH:12][N:11]=2)[CH:6]=[CH:7][CH:8]=1.[Cl:23][C:24]1[CH:32]=[CH:31][C:30]([CH2:33][NH:34][C:35](=[O:40])[C:36]([CH3:39])([CH3:38])[CH3:37])=[CH:29][C:25]=1[C:26](O)=[O:27].C(Cl)(=O)C(Cl)=O.CCN(C(C)C)C(C)C>CN(C=O)C.C(Cl)Cl>[Cl:23][C:24]1[CH:32]=[CH:31][C:30]([CH2:33][NH:34][C:35](=[O:40])[C:36]([CH3:38])([CH3:37])[CH3:39])=[CH:29][C:25]=1[C:26]([NH:20][C:15]1[CH:16]=[CH:17][CH:18]=[C:19]2[C:14]=1[N:13]=[CH:12][N:11]=[C:10]2[NH:9][C:5]1[CH:6]=[CH:7][CH:8]=[C:3]([C:2]([F:1])([F:21])[F:22])[CH:4]=1)=[O:27]. Procedure: The title compound was prepared following the procedure described in Example-1 using N4-(3-(trifluoromethyl)phenyl)quinazoline-4,8-diamine (Intermediate-7, 50 mg, 0.164 mmol), 2-chloro-5-(pivalamidomethyl)benzoic acid (Intermediate-5, 88 mg, 0.326 mmol), oxalyl chloride (59 mg, 0.47 mmol), DMF (1 drop) and DIPEA (63 mg, 0.49 mmol) in CH2Cl2 (2 mL) to afford 25 mg of the title product. 1H NMR (300 MHz, DMSO-d6): δ 10.24 (s, 1H), 10.16 (s, 1H), 8.83 (d, J=6.6 Hz, 1H), 8.69 (s, 1H), 8.33 (m, 2H), 8... Starting materials: BrCc1ccccc1, C=CCOc1ccc(CNc2cccc([N+](=O)[O-])c2C)cc1. Product: C=CCOc1ccc(CN(Cc2ccccc2)c2cccc([N+](=O)[O-])c2C)cc1. As a reaction SMILES: [Br:23][CH2:24][c:25]1[cH:26][cH:27][cH:28][cH:29][cH:30]1.[CH2:1]([CH:2]=[CH2:3])[O:4][c:5]1[cH:6][cH:7][c:8]([CH2:9][NH:10][c:11]2[c:12]([CH3:20])[c:13]([N+:17](=[O:18])[O-:19])[cH:14][cH:15][cH:16]2)[cH:21][cH:22]1>>[CH2:1]([CH:2]=[CH2:3])[O:4][c:5]1[cH:6][cH:7][c:8]([CH2:9][N:10]([c:11]2[c:12]([CH3:20])[c:13]([N+:17](=[O:18])[O-:19])[cH:14][cH:15][cH:16]2)[CH2:24][c:25]2[cH:26][cH:27][cH:28][cH:29][cH:30]2)[cH:21][cH:22]1. Starting materials: COC1=CC2=C(N=C(S2)C2=CC=CC=C2)C=C1CO (6-methoxy-2-phenyl-5-hydroxymethylbenzothiazole), alcohols. The reagents and catalysts are [O-2].[O-2].[Mn+4] (manganese dioxide). The solvent is CC(=O)CC(C)C (methylisobutyl ketone). The product is COC1=CC2=C(N=C(S2)C2=CC=CC=C2)C=C1C=O (6-Methoxy-2-phenyl-benzothiazol-5-aldehyde). Isolated yield 22.3%. RXN SMILES: [CH3:1][O:2][C:3]1[C:17]([CH2:18][OH:19])=[CH:16][C:6]2[N:7]=[C:8]([C:10]3[CH:15]=[CH:14][CH:13]=[CH:12][CH:11]=3)[S:9][C:5]=2[CH:4]=1>CC(CC(C)C)=O.[O-2].[O-2].[Mn+4]>[CH3:1][O:2][C:3]1[C:17]([CH:18]=[O:19])=[CH:16][C:6]2[N:7]=[C:8]([C:10]3[CH:15]=[CH:14][CH:13]=[CH:12][CH:11]=3)[S:9][C:5]=2[CH:4]=1 |f:2.3.4|. Procedure details: A solution of 10.94 grams (40.4 mmol) 6-methoxy-2-phenyl-5-hydroxymethylbenzothiazole (as part of a mixture of regioisomeric alcohols) in 600 mL of methylisobutyl ketone was treated with 42 grams (484 mmol) of manganese dioxide. The mixture was heated under reflux for 1.5 hours and was then filtered through Celite®. The filtrate was evaporated in vacuo and the residue was chromatographed on silica (elution with 9/1 hexane/ethyl acetate). Mixed fractions were rechromatographed on silica using 95/... Starting materials: C(=O)([O-])[O-].[Na+].[Na+] (Na2CO3), FC(S(=O)(=O)OC(C(=O)OCC)=CC1=CC=CC=C1)(F)F (ethyl (trifluoro-methane-sulfonyloxy)cinnamate), C12(CC3CC(CC(C1)C3)C2)C=2C=C(C=CC2OCC2=CC=CC=C2)B(O)O (3-(1-adamantyl)-4-benzyloxyphenylboronic acid), tetrakis (triphenylphosphine)palladium, [Cl-].[Li+] (lithium chloride), biaryl. Run in C(OC)COC (dimethoxyethane). Reaction conditions: temperature 82.5 celsius. The product is C12(CC3CC(CC(C1)C3)C2)C=2C=C(C=CC2OCC2=CC=CC=C2)C2=C(C=C(/C=C/C(=O)OCC)C=C2)Cl (ethyl (E)-4-[3-(1-adamantyl)-4-benzyloxyphenyl]-3-chloro-cinnamate). Yield: 79.7%. Reaction SMILES: C([O-])([O-])=O.[Na+].[Na+].FC(F)(F)S(O[C:13](=[CH:19][C:20]1[CH:25]=[CH:24][CH:23]=[CH:22][CH:21]=1)[C:14]([O:16][CH2:17][CH3:18])=[O:15])(=O)=O.[C:28]12([C:38]3[CH:39]=[C:40](B(O)O)[CH:41]=[CH:42][C:43]=3[O:44][CH2:45][C:46]3[CH:51]=[CH:50][CH:49]=[CH:48][CH:47]=3)[CH2:37][CH:32]3[CH2:33][CH:34]([CH2:36][CH:30]([CH2:31]3)[CH2:29]1)[CH2:35]2.[Cl-:55].[Li+]>C(COC)OC>[C:28]12([C:38]3[CH:39]=[C:40]([C:23]4[CH:24]=[CH:25][C:20](/[CH:19]=[CH:13]/[C:14]([O:16][CH2:17][CH3:18])=[O:15])=[CH:21][C:22]=4[Cl:55])[CH:41]=[CH:42][C:43]=3[O:44][CH2:45][C:46]3[CH:51]=[CH:50][CH:49]=[CH:48][CH:47]=3)[CH2:37][CH:32]3[CH2:33][CH:34]([CH2:36][CH:30]([CH2:31]3)[CH2:29]1)[CH2:35]2 |f:0.1.2,5.6|. Procedure: Aqueous Na2CO3 (1.4 mL, 2.0 M) was added to the ethyl (trifluoro-methane-sulfonyloxy)cinnamate (0.55 g, 1.53 mmol), 3-(1-adamantyl)-4-benzyloxyphenylboronic acid (0.50 g, 1.38 mmol) [1H NMR spectrum (300 MHz, CDCl3) δ 1.77, 2.26 (2 s, 12, AdCH2), 2.07 (s, 3, AdCH), 5.21 (s, 2, CH2), 7.06 (d, J=8.2 Hz, 1, ArH), 7.3-7.5 (mn, 5, ArH), 8.03 (d, J=7.8 Hz, 1, ArH), 8.19 ppm (s, 1, ArH)], tetrakis (triphenylphosphine)palladium (0.16 g, 0.14 mmol), and lithium chloride (0.13 g, 3.1 mmol) in dimethoxyeth...